Task: describe an organic reaction: reactants, conditions, products, and yield. Dataset: the Open Reaction Database (ORD), a public repository of structured organic reaction records Reactants: O=C([O-])[O-], CS(C)=O, Cc1ccc(-c2nc(C)c(C)cc2O)nc1, FC(F)(F)c1ccc2c(Cl)ccnc2c1, [Cs+], [Cs+], O. The product is Cc1ccc(-c2nc(C)c(C)cc2Oc2ccnc3cc(C(F)(F)F)ccc23)nc1. RXN SMILES: [C:36](=[O:37])([O-:38])[O-:39].[CH3:1][S:2](=[O:3])[CH3:4].[CH3:5][c:6]1[cH:7][c:8]([OH:20])[c:9](-[c:13]2[n:14][cH:15][c:16]([CH3:19])[cH:17][cH:18]2)[n:10][c:11]1[CH3:12].[Cl:21][c:22]1[cH:23][cH:24][n:25][c:26]2[cH:27][c:28]([C:32]([F:33])([F:34])[F:35])[cH:29][cH:30][c:31]12.[Cs+:40].[Cs+:41].[OH2:42]>>[CH3:5][c:6]1[cH:7][c:8]([O:20][c:22]2[cH:23][cH:24][n:25][c:26]3[cH:27][c:28]([C:32]([F:33])([F:34])[F:35])[cH:29][cH:30][c:31]23)[c:9](-[c:13]2[n:14][cH:15][c:16]([CH3:19])[cH:17][cH:18]2)[n:10][c:11]1[CH3:12]. Starting materials: OC=1C=C2C(=CN=C(C2=CC1OC)CC1=CC(=CC=C1)OCC)C=O (6-hydroxy-7-methoxy-1-(3-ethoxy-benzyl)-isoquinoline-4-carbaldehyde), C([O-])([O-])=O.[K+].[K+] (potassium carbonate), IC(C)C (2-iodopropane). Run in CN(C=O)C (N,N-dimethylformamide). Reaction conditions: temperature 85 celsius. The product is C(C)OC=1C=C(CC2=NC=C(C3=CC(=C(C=C23)OC)OC(C)C)C=O)C=CC1 (1-(3-ethoxy-benzyl)-6-isopropoxy-7-methoxy-isoquinoline-4-carbaldehyde). RXN SMILES: [OH:1][C:2]1[CH:3]=[C:4]2[C:9](=[CH:10][C:11]=1[O:12][CH3:13])[C:8]([CH2:14][C:15]1[CH:20]=[CH:19][CH:18]=[C:17]([O:21][CH2:22][CH3:23])[CH:16]=1)=[N:7][CH:6]=[C:5]2[CH:24]=[O:25].C(=O)([O-])[O-].[K+].[K+].I[CH:33]([CH3:35])[CH3:34]>CN(C)C=O>[CH2:22]([O:21][C:17]1[CH:16]=[C:15]([CH:20]=[CH:19][CH:18]=1)[CH2:14][C:8]1[C:9]2[C:4](=[CH:3][C:2]([O:1][CH:33]([CH3:35])[CH3:34])=[C:11]([O:12][CH3:13])[CH:10]=2)[C:5]([CH:24]=[O:25])=[CH:6][N:7]=1)[CH3:23] |f:1.2.3|. Procedure details: To a stirred solution of 6-hydroxy-7-methoxy-1-(3-ethoxy-benzyl)-isoquinoline-4-carbaldehyde (60 mg, 0.17 mmol) in N,N-dimethylformamide (2 mL) was added potassium carbonate (235 mg, 1.70 mmol) and 2-iodopropane (0.085 mL, 0.85 mmol) at room temperature. The reaction mixture was heated 85° C. for 2 hrs. The solvent was evaporated and the residue was purified on a flash chromatography (Merck Silica gel 60, 70–230 mesh, 50% ethyl acetate/hexane) to afford product 1-(3-ethoxy-benzyl)-6-isopropoxy-7... Starting materials: COC1=CC=C(C=C1)CS[C@H]1CO[C@H]([C@@H]1O)CNC(=O)OCC1=CC=C(C=C1)[N+](=O)[O-] (1,4-Anhydro-5-deoxy-2-S-[(4-methoxyphenyl)methyl]-5-[[[(4-nitrophenyl)methoxy]carbonyl]amino]-2-thio-L-arabinitol), C(C)(=O)O (acetic acid), C1(=CC=CC=C1)OC (anisole), mercuric trifluoroacetate. Run in C(C)(=O)OCC.CCCCCC (ethyl acetate hexane). Product: [N+](=O)([O-])C1=CC=C(C=C1)COC(=O)NC[C@H]1[C@@H]([C@H](CO1)S)O (1,4-Anhydro-5-deoxy-5-[[[4-nitrophenyl)methoxy]carbonyl]amino-2-thio-L-arabinitol). Yield: 73.3%. Reaction SMILES: COC1C=CC(C[S:10][C@@H:11]2[C@@H:15]([OH:16])[C@H:14]([CH2:17][NH:18][C:19]([O:21][CH2:22][C:23]3[CH:28]=[CH:27][C:26]([N+:29]([O-:31])=[O:30])=[CH:25][CH:24]=3)=[O:20])[O:13][CH2:12]2)=CC=1.C(O)(=O)C.C1(OC)C=CC=CC=1>C(OCC)(=O)C.CCCCCC>[N+:29]([C:26]1[CH:27]=[CH:28][C:23]([CH2:22][O:21][C:19]([NH:18][CH2:17][C@@H:14]2[O:13][CH2:12][C@H:11]([SH:10])[C@H:15]2[OH:16])=[O:20])=[CH:24][CH:25]=1)([O-:31])=[O:30] |f:3.4|. Procedure: The title compound is prepared by the procedure of Example 202 using 0.462 g of product from Example 326, 12 ml of 80% aqueous acetic acid, 0.187 g of anisole, and 0.443 g of mercuric trifluoroacetate to give after chromatography (Silica gel: 50-80% ethyl acetate/hexane) 0.248 g of the desired product. Starting materials: C(C)(C)(C)OC(=O)NC(C(=O)OC)C(C=C)(C)C (methyl 2(R/S)-(tert-butoxycarbonyl)amino-3,3-dimethyl-4-pentenoate), FC(C(=O)O)(F)F (trifluoroacetic acid). Run in ClCCl (dichloromethane). Run at time 2 hour. The product is NC(C(=O)OC)C(C=C)(C)C (methyl 2(R/S)-amino-3,3-dimethyl-4-pentenoate). Isolated yield 75.8%. As a reaction SMILES: C(OC([NH:8][CH:9]([C:14]([CH3:18])([CH3:17])[CH:15]=[CH2:16])[C:10]([O:12][CH3:13])=[O:11])=O)(C)(C)C.FC(F)(F)C(O)=O>ClCCl>[NH2:8][CH:9]([C:14]([CH3:18])([CH3:17])[CH:15]=[CH2:16])[C:10]([O:12][CH3:13])=[O:11]. Procedure: To a solution of methyl 2(R/S)-(tert-butoxycarbonyl)amino-3,3-dimethyl-4-pentenoate (4.97 g, 19.3 mmol) in 50 mL of dichloromethane at 0° C. was added 16.5 mL of trifluoroacetic acid. After 2 hours, the solution was concentrated and the residue was dissolved in 100 mL of dichloromethane and washed with sat. aq. sodium bicarbonate (50 mL). The organic layer was dried over sodium sulfate and concentrated to give methyl 2(R/S)-amino-3,3-dimethyl-4-pentenoate (2.30 g), which was dissolved in 50 mL o... The reactants are CC1=NC(=NC(=C1C)C)N1CC2CNCC2C1 (2-(4,5,6-trimethylpyrimidin-2-yl)octahydropyrrolo[3,4-c]pyrrole), FC=1C(=C(C(=O)O)C=CC1)C1=NC=CC=N1 (3-fluoro-2-(pyrimidin-2-yl)benzoic acid). The product is FC=1C(=C(C=CC1)C(=O)N1CC2CN(CC2C1)C1=NC(=C(C(=N1)C)C)C)C1=NC=CC=N1 ((3-Fluoro-2-(pyrimidin-2-yl)phenyl)(5-(4,5,6-trimethylpyrimidin-2-yl)hexahydropyrrolo[3,4-c]pyrrol-2(1H)-yl)methanone). As a reaction SMILES: [CH3:1][C:2]1[C:7]([CH3:8])=[C:6]([CH3:9])[N:5]=[C:4]([N:10]2[CH2:17][CH:16]3[CH:12]([CH2:13][NH:14][CH2:15]3)[CH2:11]2)[N:3]=1.[F:18][C:19]1[C:20]([C:28]2[N:33]=[CH:32][CH:31]=[CH:30][N:29]=2)=[C:21]([CH:25]=[CH:26][CH:27]=1)[C:22](O)=[O:23]>>[F:18][C:19]1[C:20]([C:28]2[N:29]=[CH:30][CH:31]=[CH:32][N:33]=2)=[C:21]([C:22]([N:14]2[CH2:13][CH:12]3[CH:16]([CH2:17][N:10]([C:4]4[N:5]=[C:6]([CH3:9])[C:7]([CH3:8])=[C:2]([CH3:1])[N:3]=4)[CH2:11]3)[CH2:15]2)=[O:23])[CH:25]=[CH:26][CH:27]=1. Procedure details: The title compound was prepared in a manner analogous to Example 15, utilizing Intermediate 42 and 3-fluoro-2-(pyrimidin-2-yl)benzoic acid. MS (ESI): mass calculated for C24H25FN6O, 432.21; m/z found 433.3 [M+H]+. 1H NMR (600 MHz, CDCl3): 8.41 (dd, J=4.7, 1.8, 2H), 7.66-7.54 (m, 2H), 7.34 (dd, J=7.4, 4.8, 2H), 3.94 (dd, J=12.1, 7.6, 2H), 3.80 (dd, J=11.5, 7.3, 1H), 3.74-3.46 (m, 4H), 3.31-3.01 (m, 3H), 2.40-2.13 (m, 9H). Product: CCOC(=O)CCc1cccc(Oc2ccc(CN(Cc3ccccc3)c3cccc(NS(C)(=O)=O)c3C)cc2)c1. Reactants: [Br-], Cc1c(NS(C)(=O)=O)cccc1N(Cc1ccccc1)Cc1ccc(Oc2cccc(Br)c2)cc1, CCOC(=O)CC[Zn+]. Reaction SMILES: [Br-:36].[CH2:1]([c:2]1[cH:3][cH:4][cH:5][cH:6][cH:7]1)[N:8]([c:9]1[c:10]([CH3:20])[c:11]([NH:15][S:16](=[O:17])(=[O:18])[CH3:19])[cH:12][cH:13][cH:14]1)[CH2:21][c:22]1[cH:23][cH:24][c:25]([O:28][c:29]2[cH:30][c:31]([Br:35])[cH:32][cH:33][cH:34]2)[cH:26][cH:27]1.[CH2:37]([CH3:38])[O:39][C:40]([CH2:41][CH2:42][Zn+:43])=[O:44]>>[CH2:1]([c:2]1[cH:3][cH:4][cH:5][cH:6][cH:7]1)[N:8]([c:9]1[c:10]([CH3:20])[c:11]([NH:15][S:16](=[O:17])(=[O:18])[CH3:19])[cH:12][cH:13][cH:14]1)[CH2:21][c:22]1[cH:23][cH:24][c:25]([O:28][c:29]2[cH:30][c:31]([CH2:42][CH2:41][C:40]([O:39][CH2:37][CH3:38])=[O:44])[cH:32][cH:33][cH:34]2)[cH:26][cH:27]1. Starting materials: ClC1=CC(=CC=C1)C(=O)OO (3-Chloroperbenzoic acid), FC(CN=C(NC1=NC(=NC=C1)SC)N)(F)F (4-[2-(2,2,2-trifluoroethyl)guanidino]-2-methylthiopyrimidine). Solvent: C(C)O (ethanol). Run at time 18 hour. Yields the product FC(CN=C(NC1=NC(=NC=C1)S(=O)C)N)(F)F (4-[2-(2,2,2-trifluoroethyl)guanidino]-2-methylsulphinylpyrimidine). The yield is 94.3%. As a reaction SMILES: ClC1C=CC=C(C(OO)=[O:9])C=1.[F:12][C:13]([F:28])([F:27])[CH2:14][N:15]=[C:16]([NH2:26])[NH:17][C:18]1[CH:23]=[CH:22][N:21]=[C:20]([S:24][CH3:25])[N:19]=1>C(O)C>[F:28][C:13]([F:12])([F:27])[CH2:14][N:15]=[C:16]([NH2:26])[NH:17][C:18]1[CH:23]=[CH:22][N:21]=[C:20]([S:24]([CH3:25])=[O:9])[N:19]=1. Reported procedure: 3-Chloroperbenzoic acid (0.8 g.) was added to a solution of 4-[2-(2,2,2-trifluoroethyl)guanidino]-2-methylthiopyrimidine (0.5 g.) in ethanol (50 ml.) and the solution left at room temperature for 18 hours and then evaporated to dryness. The residue was dissolved in ethyl acetate, the solution washed with aqueous potassium carbonate solution and then dried and evaporated to dryness to give 4-[2-(2,2,2-trifluoroethyl)guanidino]-2-methylsulphinylpyrimidine (0.5 g.) which was used without further pu...